This data is from the Open Reaction Database (ORD), a public repository of structured organic reaction records. The task is: describe an organic reaction: reactants, conditions, products, and yield The reactants are C(=O)C1=NC=CC=C1C(=O)OCC (ethyl 2-formyl-3-pyridinecarboxylate), Cl.C(C)(C)(C)NN (t-butylhydrazine hydrochloride), C(=O)(O)[O-].[Na+] (NaHCO3). The solvent is C(C)(=O)O.O (acetic acid water). Conditions: time 1 hour. The product is C(C)(C)(C)N1N=CC2=C(C1=O)C=CC=N2 (6-t-Butylpyrido[2,3-d]pyridazin-5(6H)-one). Reaction SMILES: [CH:1]([C:3]1[C:8]([C:9]([O:11]CC)=O)=[CH:7][CH:6]=[CH:5][N:4]=1)=O.Cl.[C:15]([NH:19][NH2:20])([CH3:18])([CH3:17])[CH3:16].C([O-])(O)=O.[Na+]>C(O)(=O)C.O>[C:15]([N:19]1[C:9](=[O:11])[C:8]2[CH:7]=[CH:6][CH:5]=[N:4][C:3]=2[CH:1]=[N:20]1)([CH3:18])([CH3:17])[CH3:16] |f:1.2,3.4,5.6|. Procedure: In acetic acid-water (1:1) (5 ml) was dissolved ethyl 2-formyl-3-pyridinecarboxylate (1.3 g) followed by addition of t-butylhydrazine hydrochloride (1.8 g), and the mixture was refluxed with stirring for 1 hour. This reaction mixture was cooled to room temperature, adjusted to pH 5.0 with saturated aqueous NaHCO3 solution, and extracted with dichloromethane. The organic layer was washed with saturated aqueous NaCl solution, dried over anhydrous magnesium sulfate, and concentrated. The residue wa... The reactants are OC(C(=O)O)C1=CN=C(S1)N (2-hydroxy-2-(2-amino-1,3-thiazol-5-yl)acetic acid), OC(C(=O)O)C1=CNC(S1)=N (2-hydroxy-2-(2-imino-2,3-dihydro-1,3-thiazol-5-yl)acetic acid), [OH-].[Na+] (sodium hydroxide). Reagents/catalysts: [O-2].[O-2].[Mn+4] (manganese dioxide), [O-2].[O-2].[Mn+4] (manganese dioxide). The solvent is O (water). Run at time 5 hour. The product is NC=1SC(=CN1)C(C(=O)O)=O (2-(2-amino-1,3-thiazol-5-yl)glyoxylic acid). As a reaction SMILES: [OH:1][CH:2]([C:6]1[S:10][C:9]([NH2:11])=[N:8][CH:7]=1)[C:3]([OH:5])=[O:4].[OH-].[Na+]>[O-2].[O-2].[Mn+4].O>[NH2:11][C:9]1[S:10][C:6]([C:2](=[O:1])[C:3]([OH:5])=[O:4])=[CH:7][N:8]=1 |f:1.2,3.4.5|. Reported procedure: A mixture of 2-hydroxy-2-(2-amino-1,3-thiazol-5-yl)acetic acid, which can be represented as 2-hydroxy-2-(2-imino-2,3-dihydro-1,3-thiazol-5-yl)acetic acid, (0.92 g.) and water (10 ml.) was adjusted to pH 7 to 7.5 with a 10% sodium hydroxide aqueous solution, and to the mixture was added manganese dioxide (1.74 g.) and then the mixture was stirred for 5 hours at 50° to 60° C. After the reaction, manganese dioxide was filtered off and then washed with a small amount of water. The filtrate and washi...